From a dataset of the Open Reaction Database (ORD), a public repository of structured organic reaction records. describe an organic reaction: reactants, conditions, products, and yield Starting materials: O=C1CCC(=O)N1Br, ClCCl, O=C(O)C(CC1CCCC1)c1ccc(Cl)c([N+](=O)[O-])c1, Nc1ccccn1, c1ccc(P(c2ccccc2)c2ccccc2)cc1. Yields the product O=C(Nc1ccccn1)C(CC1CCCC1)c1ccc(Cl)c([N+](=O)[O-])c1. Reaction SMILES: [Br:20][N:21]1[C:22](=[O:23])[CH2:24][CH2:25][C:26]1=[O:27].[CH2:55]([Cl:56])[Cl:57].[Cl:28][c:29]1[c:30]([N+:45](=[O:46])[O-:47])[cH:31][c:32]([CH:35]([C:36](=[O:37])[OH:38])[CH2:39][CH:40]2[CH2:41][CH2:42][CH2:43][CH2:44]2)[cH:33][cH:34]1.[NH2:48][c:49]1[n:50][cH:51][cH:52][cH:53][cH:54]1.[c:1]1([P:2]([c:3]2[cH:4][cH:5][cH:6][cH:7][cH:8]2)[c:9]2[cH:10][cH:11][cH:12][cH:13][cH:14]2)[cH:15][cH:16][cH:17][cH:18][cH:19]1>>[Cl:28][c:29]1[c:30]([N+:45](=[O:46])[O-:47])[cH:31][c:32]([CH:35]([C:36](=[O:38])[NH:48][c:49]2[n:50][cH:51][cH:52][cH:53][cH:54]2)[CH2:39][CH:40]2[CH2:41][CH2:42][CH2:43][CH2:44]2)[cH:33][cH:34]1. The product is S(=O)(=O)(O)O.CN1C2=C(C=3C=CC=CC13)C(N(CC2)CC=2N=CNC2C)=O (2,3,4,5-Tetrahydro-5-methyl-2-[(5-methyl-1H-imidazol-4-yl)methyl]-1H-pyrido[4,3-b]indol-1-one sulphate). Procedure details: 2,3,4,5-Tetrahydro-5-methyl-2-[(5-methyl-1H-imidazol-4-yl)methyl]-1H-pyrido[4,3-b]indol-1-one (0.81 g) was suspended in absolute ethanol (6 ml) and was warmed at 50° with concentrated sulphuric acid (0.15 ml). More ethanol (4 ml) was added and the mixture was stirred with charcoal (0.1 g). The suspension was then filtered and the collected solid was washed with ethanol (ca. 3 ml). The resulting filtrate was stirred for ca. 1 h at room temperature, tert-butyl methyl ether (10 ml) was added slowly... Solvent: C(C)O (ethanol), C(C)O (ethanol). RXN SMILES: [CH3:1][N:2]1[C:10]2[CH:9]=[CH:8][CH:7]=[CH:6][C:5]=2[C:4]2[C:11](=[O:22])[N:12]([CH2:15][C:16]3[N:17]=[CH:18][NH:19][C:20]=3[CH3:21])[CH2:13][CH2:14][C:3]1=2.[S:23](=[O:27])(=[O:26])([OH:25])[OH:24].C>C(O)C>[S:23]([OH:27])([OH:26])(=[O:25])=[O:24].[CH3:1][N:2]1[C:10]2[CH:9]=[CH:8][CH:7]=[CH:6][C:5]=2[C:4]2[C:11](=[O:22])[N:12]([CH2:15][C:16]3[N:17]=[CH:18][NH:19][C:20]=3[CH3:21])[CH2:13][CH2:14][C:3]1=2 |f:4.5|. Reaction conditions: time 1 hour. Starting materials: CN1C2=C(C=3C=CC=CC13)C(N(CC2)CC=2N=CNC2C)=O (2,3,4,5-Tetrahydro-5-methyl-2-[(5-methyl-1H-imidazol-4-yl)methyl]-1H-pyrido[4,3-b]indol-1-one), S(O)(O)(=O)=O (sulphuric acid), C (charcoal). The reactants are CC1=C(OCC(=O)OCC)C=CC(=C1)CN(C=1C=C(C=CC1)C1=CC=C(C=C1)C(F)(F)F)CCC (ethyl [2-methyl-4-({propyl[4′-(trifluoromethyl)-1,1′-biphenyl-3-yl]amino}methyl)phenoxy]acetate), [OH-].[Na+] (NaOH), resultant solution. Run in CO (MeOH), C1CCOC1 (THF). Yields the product CC1=C(OCC(=O)O)C=CC(=C1)CN(C=1C=C(C=CC1)C1=CC=C(C=C1)C(F)(F)F)CCC ([2-Methyl-4-({propyl[4′-(trifluoromethyl)-1,1′-biphenyl-3-yl]amino}methyl)phenoxy]acetic acid). The yield is 77.8%. Reaction SMILES: [CH3:1][C:2]1[CH:14]=[C:13]([CH2:15][N:16]([CH2:33][CH2:34][CH3:35])[C:17]2[CH:18]=[C:19]([C:23]3[CH:28]=[CH:27][C:26]([C:29]([F:32])([F:31])[F:30])=[CH:25][CH:24]=3)[CH:20]=[CH:21][CH:22]=2)[CH:12]=[CH:11][C:3]=1[O:4][CH2:5][C:6]([O:8]CC)=[O:7].[OH-].[Na+]>CO.C1COCC1>[CH3:1][C:2]1[CH:14]=[C:13]([CH2:15][N:16]([CH2:33][CH2:34][CH3:35])[C:17]2[CH:18]=[C:19]([C:23]3[CH:28]=[CH:27][C:26]([C:29]([F:30])([F:31])[F:32])=[CH:25][CH:24]=3)[CH:20]=[CH:21][CH:22]=2)[CH:12]=[CH:11][C:3]=1[O:4][CH2:5][C:6]([OH:8])=[O:7] |f:1.2|. Procedure details: To a solution of ethyl [2-methyl-4-({propyl[4′-(trifluoromethyl)-1,1′-biphenyl-3-yl]amino}methyl)phenoxy]acetate (88 mg, 0.18 mmol) in MeOH (2 ml) and THF (2 mL) at room temperature was added 2M NaOH (1 mL, 2 mmol). The resultant solution was stirred for 1 h, then the solvents were removed in vacuo. The residue was diluted with HCl (10 mL) and extracted with CH2Cl2 (2×10 mL), followed by EtOAc (2×10 mL). The organic solutions were dried (MgSO4) and the solvents were removed in vacuo affording th... Reactants: COc1cccc(C(F)(F)F)c1C(=O)O, NC1CCCC1N1CCCC1. The product is COc1cccc(C(F)(F)F)c1C(=O)NC1CCCC1N1CCCC1. RXN SMILES: [CH3:12][O:13][c:14]1[c:15]([C:16](=[O:17])[OH:18])[c:19]([C:23]([F:24])([F:25])[F:26])[cH:20][cH:21][cH:22]1.[N:1]1([CH:6]2[CH:7]([NH2:11])[CH2:8][CH2:9][CH2:10]2)[CH2:2][CH2:3][CH2:4][CH2:5]1>>[N:1]1([CH:6]2[CH:7]([NH:11][C:16]([c:15]3[c:14]([O:13][CH3:12])[cH:22][cH:21][cH:20][c:19]3[C:23]([F:24])([F:25])[F:26])=[O:17])[CH2:8][CH2:9][CH2:10]2)[CH2:2][CH2:3][CH2:4][CH2:5]1. Reactants: OCc1cc(Br)ccc1F, COCCOC, [Na+], O=C([O-])O, BrP(Br)Br. Product: Fc1ccc(Br)cc1CBr. Reaction SMILES: [Br:1][c:2]1[cH:3][cH:4][c:5]([F:10])[c:6]([CH2:8][OH:9])[cH:7]1.[CH3:20][O:21][CH2:22][CH2:23][O:24][CH3:25].[Na+:19].[O-:15][C:16]([OH:17])=[O:18].[P:11]([Br:12])([Br:13])[Br:14]>>[Br:1][c:2]1[cH:3][cH:4][c:5]([F:10])[c:6]([CH2:8][Br:12])[cH:7]1. Starting materials: FC1=C(C=C(C=C1)[N+](=O)[O-])NC(C)=O (N-(2-fluoro-5-nitrophenyl)acetamide), N1CCCC1 (pyrrolidine), C(CC(O)(C(=O)O)CC(=O)O)(=O)O (citric acid). Run in ClCCl (dichloromethane). Conditions: temperature 90 celsius, time 2.5 hour. The product is [N+](=O)([O-])C=1C=CC(=C(C1)NC(C)=O)N1CCCC1 (N-(5-Nitro-2-pyrrolidin-1-ylphenyl)acetamide). RXN SMILES: F[C:2]1[CH:7]=[CH:6][C:5]([N+:8]([O-:10])=[O:9])=[CH:4][C:3]=1[NH:11][C:12](=[O:14])[CH3:13].[NH:15]1[CH2:19][CH2:18][CH2:17][CH2:16]1.C(O)(=O)CC(CC(O)=O)(C(O)=O)O>ClCCl>[N+:8]([C:5]1[CH:6]=[CH:7][C:2]([N:15]2[CH2:19][CH2:18][CH2:17][CH2:16]2)=[C:3]([NH:11][C:12](=[O:14])[CH3:13])[CH:4]=1)([O-:10])=[O:9]. Reported procedure: 0.5 g (2.5 mmol) of N-(2-fluoro-5-nitrophenyl)acetamide was admixed in a pressure reaction vessel with 1 ml (12.6 mmol) of pyrrolidine and stirred at 90° C. for 2.5 hours. After the mixture had been cooled, it was diluted with 20 ml of dichloromethane, adjusted to pH 4 using citric acid solution (10%) and washed four times with water. After the organic phase had been dried, the solvent was removed under reduced pressure. In the aqueous phase, a solid is precipitated out. It was filtered off with...